This data is from the Open Reaction Database (ORD), a public repository of structured organic reaction records. The task is: describe an organic reaction: reactants, conditions, products, and yield The reactants are O (water), C([O-])([O-])=O.[K+].[K+] (Potassium carbonate), BrCCCO[Si](C)(C)C(C)(C)C ((3-bromopropoxy)(tert-butyl)dimethylsilane), ClC1=C(C=CC(=C1)/C(=C\C1CCOCC1)/C1=NC(=C(C=C1)C1CC1)OC)O (2-chloro-4-[(E)-1-(5-cyclopropyl-6-methoxypyridin-2-yl)-2-(tetrahydro-2H-pyran-4-yl)ethenyl]phenol). Run in CN(C=O)C (N,N-dimethylformamide). Conditions: temperature 65 celsius, time 8 hour. Product: [Si](C)(C)(C(C)(C)C)OCCCOC1=C(C=C(C=C1)/C(=C\C1CCOCC1)/C1=CC=C(C(=N1)OC)C1CC1)Cl (6-{(E)-1-[4-(3-{[tert-butyl(dimethyl)silyl]oxy}propoxy)-3-chlorophenyl]-2-(tetrahydro-2H-pyran-4-yl)ethenyl}-3-cyclopropyl-2-methoxypyridine). Isolated yield 80.0%. As a reaction SMILES: C(=O)([O-])[O-].[K+].[K+].Br[CH2:8][CH2:9][CH2:10][O:11][Si:12]([C:15]([CH3:18])([CH3:17])[CH3:16])([CH3:14])[CH3:13].[Cl:19][C:20]1[CH:25]=[C:24](/[C:26](/[C:34]2[CH:39]=[CH:38][C:37]([CH:40]3[CH2:42][CH2:41]3)=[C:36]([O:43][CH3:44])[N:35]=2)=[CH:27]\[CH:28]2[CH2:33][CH2:32][O:31][CH2:30][CH2:29]2)[CH:23]=[CH:22][C:21]=1[OH:45].O>CN(C)C=O>[Si:12]([O:11][CH2:10][CH2:9][CH2:8][O:45][C:21]1[CH:22]=[CH:23][C:24](/[C:26](/[C:34]2[N:35]=[C:36]([O:43][CH3:44])[C:37]([CH:40]3[CH2:41][CH2:42]3)=[CH:38][CH:39]=2)=[CH:27]\[CH:28]2[CH2:33][CH2:32][O:31][CH2:30][CH2:29]2)=[CH:25][C:20]=1[Cl:19])([C:15]([CH3:18])([CH3:17])[CH3:16])([CH3:14])[CH3:13] |f:0.1.2|. Reported procedure: Potassium carbonate (214 mg) and (3-bromopropoxy)(tert-butyl)dimethylsilane (240 μL) were added to a solution of 2-chloro-4-[(E)-1-(5-cyclopropyl-6-methoxypyridin-2-yl)-2-(tetrahydro-2H-pyran-4-yl)ethenyl]phenol obtained in Example 1-53(2) (200 mg) in N,N-dimethylformamide (4 mL), and the mixture was stirred at 65° C. for 1.5 hours and at room temperature overnight. The reaction solution was poured into water, followed by extraction with ethyl acetate. The organic layer was washed with brine, dr... The reactants are C1CCOC1, CO, CCOCC, O=C(O)C1CCN(c2ccc(F)cc2)C1=O, C[Si](C)(C)C=[N+]=[N-]. Yields the product COC(=O)C1CCN(c2ccc(F)cc2)C1=O. RXN SMILES: [CH2:19]1[O:20][CH2:21][CH2:22][CH2:23]1.[CH3:17][OH:18].[CH3:31][CH2:32][O:33][CH2:34][CH3:35].[F:1][c:2]1[cH:3][cH:4][c:5]([N:8]2[C:9](=[O:16])[CH:10]([C:13](=[O:14])[OH:15])[CH2:11][CH2:12]2)[cH:6][cH:7]1.[N+:24](=[CH:25][Si:26]([CH3:27])([CH3:28])[CH3:29])=[N-:30]>>[F:1][c:2]1[cH:3][cH:4][c:5]([N:8]2[C:9](=[O:16])[CH:10]([C:13](=[O:14])[O:15][CH3:19])[CH2:11][CH2:12]2)[cH:6][cH:7]1.